From a dataset of the Open Reaction Database (ORD), a public repository of structured organic reaction records. describe an organic reaction: reactants, conditions, products, and yield The reactants are Cl.C(C)OC(=O)[C@H]1[C@H](CCCC1)N (Ethyl-cis-2-amino-1-cyclohexanecarboxylate hydrochloride). Solvent: [OH-].[Na+] (NaOH). Yields the product C(C)OC(=O)[C@H]1[C@H](CCCC1)N (ethyl-cis-2-amino- 1-cyclohexanecarboxylate). Yield: 92.2%. Reaction SMILES: Cl.[CH2:2]([O:4][C:5]([C@@H:7]1[CH2:12][CH2:11][CH2:10][CH2:9][C@@H:8]1[NH2:13])=[O:6])[CH3:3]>[OH-].[Na+]>[CH2:2]([O:4][C:5]([C@@H:7]1[CH2:12][CH2:11][CH2:10][CH2:9][C@@H:8]1[NH2:13])=[O:6])[CH3:3] |f:0.1,2.3|. Reported procedure: Ethyl-cis-2-amino-1-cyclohexanecarboxylate hydrochloride (750 mg) was suspended in 1 N NaOH (pH =12). The aqueous layer was extracted with CH2Cl2, washed with brine, dried over Na2SO4 and evaporated to give the crude ethyl-cis-2-amino- 1-cyclohexanecarboxylate (570 mg). The product is OC1=CC=C(C=CC(=O)OC)C=C1 (methyl 4-hydroxycinnamate). The reactants are S(=O)(Cl)Cl (Thionyl chloride), CO (methanol), OC1=CC=C(C=CC(=O)O)C=C1 (4-hydroxycinnamic acid). As a reaction SMILES: S(Cl)(Cl)=O.[CH3:5]O.[OH:7][C:8]1[CH:18]=[CH:17][C:11]([CH:12]=[CH:13][C:14]([OH:16])=[O:15])=[CH:10][CH:9]=1>C(OCC)(=O)C.CCCCCC>[OH:7][C:8]1[CH:9]=[CH:10][C:11]([CH:12]=[CH:13][C:14]([O:16][CH3:5])=[O:15])=[CH:17][CH:18]=1 |f:3.4|. Run in C(C)(=O)OCC.CCCCCC (ethyl acetate n-hexane). Isolated yield 88.0%. Reaction conditions: time 10 minute. Reported procedure: Thionyl chloride (1.33 mL) is added dropwise to methanol (30 mL) under ice-cooling and the solution is stirred for 10 minutes. To the solution is added 4-hydroxycinnamic acid (3.0 g) and the mixture is stirred at room temperature for 4 days. The reaction mixture is concentrated and the residue is diluted with ethyl acetate (50 mL), washed successively with a saturated sodium hydrogencarbonate solution and saturated brine, dried over anhydrous sodium sulfate, and concentrated in vacuo. The residu...